From a dataset of the Open Reaction Database (ORD), a public repository of structured organic reaction records. describe an organic reaction: reactants, conditions, products, and yield The reactants are C1(CC1)N1C=C(C(C2=CC(=C(C(=C12)F)C)F)=O)C(=O)OCC (ethyl 1-cyclopropyl-6,8-difluoro-7-methyl-1,4-dihydro-4-oxo-3-quinolinecarboxylate), C(C)(=O)O (acetic acid), S(O)(O)(=O)=O (sulphuric acid). Run in O (water). The product is C1(CC1)N1C=C(C(C2=CC(=C(C(=C12)F)C)F)=O)C(=O)O (1-cyclopropyl-6,8-difluoro-7-methyl-1,4-dihydro-4-oxo-3-quinolinecarboxylic acid). The yield is 95.0%. As a reaction SMILES: [CH:1]1([N:4]2[C:13]3[C:8](=[CH:9][C:10]([F:16])=[C:11]([CH3:15])[C:12]=3[F:14])[C:7](=[O:17])[C:6]([C:18]([O:20]CC)=[O:19])=[CH:5]2)[CH2:3][CH2:2]1.C(O)(=O)C.S(=O)(=O)(O)O>O>[CH:1]1([N:4]2[C:13]3[C:8](=[CH:9][C:10]([F:16])=[C:11]([CH3:15])[C:12]=3[F:14])[C:7](=[O:17])[C:6]([C:18]([OH:20])=[O:19])=[CH:5]2)[CH2:2][CH2:3]1. Procedure: A mixture of 30 g of ethyl 1-cyclopropyl-6,8-difluoro-7-methyl-1,4-dihydro-4-oxo-3-quinolinecarboxylate, 210 ml of glacial acetic acid, 160 ml of water and 23.5 ml of concentrated sulphuric acid is heated under reflux for 2 hours. The hot suspension is then poured onto ice and the precipitate is filtered off with suction, rinsed thoroughly with water and dried in vacuo at 100° C. 25.9 g of pure 1-cyclopropyl-6,8-difluoro-7-methyl-1,4-dihydro-4-oxo-3-quinolinecarboxylic acid of melting point 227°... The reactants are C(C1=CC=CC=C1)OC1COC2C1OCC2O (6-(benzyloxy)hexahydrofuro[3,2-b]furan-3-ol), O[Na] (hydroxyl sodium), IC (iodomethane). Solvent: C(C)#N (acetonitrile). Reaction conditions: temperature 45 celsius. The product is C(C1=CC=CC=C1)OC1C2C(OC1)C(CO2)OC (3-(benzyloxy)-6-methoxyhexahydrofuro[3,2-b]furan). Isolated yield 92.1%. RXN SMILES: [CH2:1]([O:8][CH:9]1[CH:13]2[O:14][CH2:15][CH:16]([OH:17])[CH:12]2[O:11][CH2:10]1)[C:2]1[CH:7]=[CH:6][CH:5]=[CH:4][CH:3]=1.O[Na].I[CH3:21]>C(#N)C>[CH2:1]([O:8][CH:9]1[CH2:10][O:11][CH:12]2[CH:16]([O:17][CH3:21])[CH2:15][O:14][CH:13]12)[C:2]1[CH:3]=[CH:4][CH:5]=[CH:6][CH:7]=1. Procedure details: To a solution of 6-(benzyloxy)hexahydrofuro[3,2-b]furan-3-ol (8.1 g, 34 mmol) in acetonitrile (100 mL) was added hydroxyl sodium (4.12 g, 103 mmol) and iodomethane (9.76 g, 68.8 mmol). The reaction was heated to 45° C. for 8 h and concentrated in vacuo. The residue was diluted with EtOAc (500 mL) and filtered. The filtrate was washed with H2O (50 mL×3), dried with Na2SO4 filtered and concentrated in vacuo to give the title compound as yellow oil (7.84 g, 91.4%).